This data is from the Open Reaction Database (ORD), a public repository of structured organic reaction records. The task is: describe an organic reaction: reactants, conditions, products, and yield Starting materials: COC(=O)CCCCBr, O=C([O-])[O-], CN(C)C=O, [K+], [K+], O, Oc1cccc(O)c1. Product: COC(=O)CCCCOc1cccc(O)c1. RXN SMILES: [Br:9][CH2:10][CH2:11][CH2:12][CH2:13][C:14](=[O:15])[O:16][CH3:17].[C:18](=[O:19])([O-:20])[O-:21].[CH3:24][N:25]([CH3:26])[CH:27]=[O:28].[K+:22].[K+:23].[OH2:29].[OH:1][c:2]1[cH:3][cH:4][cH:5][c:6]([OH:7])[cH:8]1>>[OH:1][c:2]1[cH:3][cH:4][cH:5][c:6]([O:7][CH2:10][CH2:11][CH2:12][CH2:13][C:14](=[O:15])[O:16][CH3:17])[cH:8]1. The reactants are C1(=CC=CC=C1)C1=CC=C(C=C1)O (4-phenylphenol), C([O-])([O-])=O.[K+].[K+] (potassium carbonate), BrCCCCC(=O)OC (methyl 5-bromovalerate). The reagents and catalysts are BrCCCCC(=O)OC (methyl 5-bromovalerate). The solvent is CC(=O)C (acetone). Reaction conditions: time 8 hour. Yields the product COC(CCCCOC1=CC=C(C=C1)C1=CC=CC=C1)=O (5-(4-phenylphenoxy)pentanoic acid methyl ester). Isolated yield 116.8%. Reaction SMILES: [C:1]1([C:7]2[CH:12]=[CH:11][C:10]([OH:13])=[CH:9][CH:8]=2)[CH:6]=[CH:5][CH:4]=[CH:3][CH:2]=1.C(=O)([O-])[O-].[K+].[K+].Br[CH2:21][CH2:22][CH2:23][CH2:24][C:25]([O:27][CH3:28])=[O:26]>CC(C)=O.BrCCCCC(OC)=O>[CH3:28][O:27][C:25](=[O:26])[CH2:24][CH2:23][CH2:22][CH2:21][O:13][C:10]1[CH:9]=[CH:8][C:7]([C:1]2[CH:2]=[CH:3][CH:4]=[CH:5][CH:6]=2)=[CH:12][CH:11]=1 |f:1.2.3|. Procedure details: A mixture in acetone of 4-phenylphenol (0.85 g, 5.0 mmol) and potassium carbonate (0.76 g, 5.5 mmol) was stirred for 30 minutes. Neat methyl 5-bromovalerate (0.78 mL, 5.5 mmol) was added dropwise via syringe and the reaction mixture was stirred for 2 hours at ambient temperature and overnight at reflux. Catalytic KI was then added and the reaction mixture was heated overnight at reflux. An additional 10 drops of methyl 5-bromovalerate was then added and reflux was continued for 8 hours. The reac... The product is ClC=1C=CC(=C(C1)C1=CC(N(C=C1OC)C(C(=O)O)CCOC)=O)C#N (2-[4-(5-Chloro-2-cyanophenyl)-5-methoxy-2-oxopyridin-1(2H)-yl]-4-methoxybutanoic acid). Solvent: ClCCl (dichloromethane). Reactants: C(C)(C)(C)C(C(=O)O)(CCOC)N1C(C=C(C(=C1)OC)C1=C(C=CC(=C1)Cl)C#N)=O (tert-butyl 2-[4-(5-chloro-2-cyanophenyl)-5-methoxy-2-oxopyridin-1(2H)-yl]-4-methoxybutanoic acid), C(=O)(C(F)(F)F)O (TFA). Procedure details: 1.99 g (4.60 mmol) of tert-butyl 2-[4-(5-chloro-2-cyanophenyl)-5-methoxy-2-oxopyridin-1(2H)-yl]-4-methoxybutanoic acid (racemate) in 46 ml of dichloromethane and 13.3 ml (172 mmol) of TFA were reacted according to General Method 6A. Yield: 1.58 g (91% of theory) Reaction SMILES: C([C:5]([N:13]1[CH:18]=[C:17]([O:19][CH3:20])[C:16]([C:21]2[CH:26]=[C:25]([Cl:27])[CH:24]=[CH:23][C:22]=2[C:28]#[N:29])=[CH:15][C:14]1=[O:30])([CH2:9][CH2:10][O:11][CH3:12])[C:6]([OH:8])=[O:7])(C)(C)C.C(O)(C(F)(F)F)=O>ClCCl>[Cl:27][C:25]1[CH:24]=[CH:23][C:22]([C:28]#[N:29])=[C:21]([C:16]2[C:17]([O:19][CH3:20])=[CH:18][N:13]([CH:5]([CH2:9][CH2:10][O:11][CH3:12])[C:6]([OH:8])=[O:7])[C:14](=[O:30])[CH:15]=2)[CH:26]=1. Starting materials: Cl.CC1=NC(=NO1)C1=CC=C(C=C1)C1CCNCCO1 (7-[4-(5-methyl-[1,2,4]oxadiazol-3-yl)-phenyl]-[1,4]oxazepane hydrochloride), CC1=NC(=NO1)C1=CC=C(C=C1)C1CCN(CCO1)C1=NC(=CC(N1C)=O)C1=NC=NC=C1 (2-{7-[4-(5-methyl-[1,2,4]-oxadiazole-3-yl)phenyl]-[1,4]-oxazepane-4-yl}-3-methyl-6-pyrimidin-4-yl-3H-pyrimidin-4-one), Cl.CC1=NOC(=N1)C1=CC=C(C=C1)C1CCNCCO1 (7-[4-(3-Methyl-[1,2,4]oxadiazol-5-yl)-phenyl]-[1,4]oxazepane hydrochloride). Yields the product CC1=NOC(=N1)C1=CC=C(C=C1)C1CCN(CCO1)C1=NC(=CC(N1C)=O)C1=NC=NC=C1 ((+)-2-{7-[4-(3-Methyl-[1,2,4]-oxadiazole-5-yl)phenyl]-[1,4]-oxazepane-4-yl}-3-methyl-6-pyrimidin-4-yl-3H-pyrimidin-4-one), solid. The yield is 63.0%. As a reaction SMILES: CC1ON=C(C2[CH:12]=[CH:11][C:10]([CH:13]3[O:19][CH2:18][CH2:17][N:16]([C:20]4[N:25]([CH3:26])[C:24](=[O:27])[CH:23]=[C:22]([C:28]5[CH:33]=[CH:32][N:31]=[CH:30][N:29]=5)[N:21]=4)[CH2:15][CH2:14]3)=[CH:9][CH:8]=2)N=1.Cl.[CH3:35][C:36]1[N:40]=[C:39]([C:41]2C=CC(C3OCCNCC3)=CC=2)[O:38][N:37]=1.Cl.CC1ON=C(C2C=CC(C3OCCNCC3)=CC=2)N=1>>[CH3:35][C:36]1[N:40]=[C:39]([C:41]2[CH:8]=[CH:9][C:10]([CH:13]3[O:19][CH2:18][CH2:17][N:16]([C:20]4[N:25]([CH3:26])[C:24](=[O:27])[CH:23]=[C:22]([C:28]5[CH:33]=[CH:32][N:31]=[CH:30][N:29]=5)[N:21]=4)[CH2:15][CH2:14]3)=[CH:11][CH:12]=2)[O:38][N:37]=1 |f:1.2,3.4|. Procedure: (+)-2-{7-[4-(3-Methyl-[1,2,4]-oxadiazole-5-yl)phenyl]-[1,4]-oxazepane-4-yl}-3-methyl-6-pyrimidin-4-yl-3H-pyrimidin-4-one (A121) was prepared by the same procedure as that of 2-{7-[4-(5-methyl-[1,2,4]-oxadiazole-3-yl)phenyl]-[1,4]-oxazepane-4-yl}-3-methyl-6-pyrimidin-4-yl-3H-pyrimidin-4-one (A100) except for utilizing optically active 7-[4-(3-Methyl-[1,2,4]oxadiazol-5-yl)-phenyl]-[1,4]oxazepane hydrochloride instead of optically active 7-[4-(5-methyl-[1,2,4]oxadiazol-3-yl)-phenyl]-[1,4]oxazepane ... Starting materials: (α,R)-α-Ethyl-N-methylbenzenemethanamine, CC1=C(C=C(C=C1)C)CC(=O)N1CCC(CC1)C=1SC=C(N1)C(=O)N([C@H](CC)C1=CC=CC=C1)C (2-[1-[(2,5-dimethylphenyl)acetyl]-4-piperidinyl]-N-methyl-N-[(1R)-1-phenylpropyl]-4-thiazolecarboxamide), CC1=C(C=C(C=C1)C)CC(=O)N1CCC(CC1)C=1OC=C(N1)C(=O)O (2-[1-[(2,5-dimethylphenyl)acetyl]-4-piperidinyl]-4-oxazolecarboxylic acid), CC1=C(C=C(C=C1)C)CC(=O)N1CCC(CC1)C=1OC=C(N1)C(=O)O (2-[1-[(2,5-dimethylphenyl)acetyl]-4-piperidinyl]-4-oxazole-carboxylic acid), Cl.CN(CCCN=C=NCC)C (1-[3-(dimethylamino)propyl]-3-ethylcarbodiimide hydrochloride), CN1CCOCC1 (4-methylmorpholine). Run in ClCCl (dichloromethane), ClCCl (dichloromethane). Conditions: time 15 minute. The product is CC1=C(C=C(C=C1)C)CC(=O)N1CCC(CC1)C=1OC=C(N1)C(=O)N([C@H](CC)C1=CC=CC=C1)C (2-[1-[(2,5-dimethylphenyl)acetyl]-4-piperidinyl]-N-methyl-N-[(1R)-1-phenylpropyl]-4-oxazolecarboxamide). As a reaction SMILES: [CH3:1][C:2]1[CH:7]=[CH:6][C:5]([CH3:8])=[CH:4][C:3]=1[CH2:9][C:10]([N:12]1[CH2:17][CH2:16][CH:15]([C:18]2[O:19][CH:20]=[C:21]([C:23](O)=[O:24])[N:22]=2)[CH2:14][CH2:13]1)=[O:11].Cl.CN(C)CCCN=C=NCC.CN1CCOCC1.CC1C=CC(C)=CC=1CC(N1CCC(C2SC=C([C:67]([N:69](C)[C@@H:70]([C:73]3[CH:78]=[CH:77][CH:76]=[CH:75][CH:74]=3)[CH2:71][CH3:72])=O)N=2)CC1)=O>ClCCl>[CH3:1][C:2]1[CH:7]=[CH:6][C:5]([CH3:8])=[CH:4][C:3]=1[CH2:9][C:10]([N:12]1[CH2:13][CH2:14][CH:15]([C:18]2[O:19][CH:20]=[C:21]([C:23]([N:69]([CH3:67])[C@@H:70]([C:73]3[CH:78]=[CH:77][CH:76]=[CH:75][CH:74]=3)[CH2:71][CH3:72])=[O:24])[N:22]=2)[CH2:16][CH2:17]1)=[O:11] |f:1.2|. Procedure: A mixture of 2-[1-[(2,5-dimethylphenyl)acetyl]-4-piperidinyl]-4-oxazolecarboxylic acid (i.e. the product of Example 9, Step F) (245 mg, 0.72 mmol), 1-[3-(dimethylamino)propyl]-3-ethylcarbodiimide hydrochloride (153 mg, 80 mmol) and 4-methylmorpholine (88 μL) in 3 mL of dichloromethane were stirred at room temperature for 15 minutes. (α,R)-α-Ethyl-N-methylbenzenemethanamine (i.e. the product of Example 1, Step C) (0.80 mmol, 119 mg) was added and the reaction mixture was stirred at ambient temper... The reactants are O=C(Cl)C(=O)Cl, COC(=O)c1c(-c2ccccc2)c2cc(Br)ccc2c(=O)n1Cc1ccc(C(=O)O)cc1, CN(C)C=O, C1CCOC1. The product is COC(=O)c1c(-c2ccccc2)c2cc(Br)ccc2c(=O)n1Cc1ccc(C(N)=O)cc1. Reaction SMILES: [C:33]([Cl:34])(=[O:35])[C:36]([Cl:37])=[O:38].[CH3:1][O:2][C:3](=[O:4])[c:5]1[n:6]([CH2:23][c:24]2[cH:25][cH:26][c:27]([C:30](=[O:31])[OH:32])[cH:28][cH:29]2)[c:7](=[O:22])[c:8]2[cH:9][cH:10][c:11]([Br:21])[cH:12][c:13]2[c:14]1-[c:15]1[cH:16][cH:17][cH:18][cH:19][cH:20]1.[CH3:39][N:40]([CH3:41])[CH:42]=[O:43].[O:44]1[CH2:45][CH2:46][CH2:47][CH2:48]1>>[CH3:1][O:2][C:3](=[O:4])[c:5]1[n:6]([CH2:23][c:24]2[cH:25][cH:26][c:27]([C:30](=[O:31])[NH2:40])[cH:28][cH:29]2)[c:7](=[O:22])[c:8]2[cH:9][cH:10][c:11]([Br:21])[cH:12][c:13]2[c:14]1-[c:15]1[cH:16][cH:17][cH:18][cH:19][cH:20]1.